From a dataset of the Open Reaction Database (ORD), a public repository of structured organic reaction records. describe an organic reaction: reactants, conditions, products, and yield Starting materials: NOCc1ccccc1, CCN=C=NCCCN(C)C, ClCCl, CN1CCOCC1, CN(C)c1ccncc1, Cl, O=C(O)C1CCCCN1S(=O)(=O)N1CCC(c2c[nH]c3ccc(F)cc23)CC1. Reaction SMILES: [CH2:30]([c:31]1[cH:32][cH:33][cH:34][cH:35][cH:36]1)[O:37][NH2:38].[CH2:46]([N:47]=[C:48]=[N:49][CH2:50][CH2:51][CH2:52][N:53]([CH3:54])[CH3:55])[CH3:56].[CH2:57]([Cl:58])[Cl:59].[CH3:39][N:40]1[CH2:41][CH2:42][O:43][CH2:44][CH2:45]1.[CH3:60][N:61]([CH3:62])[c:63]1[cH:64][cH:65][n:66][cH:67][cH:68]1.[ClH:29].[F:1][c:2]1[cH:3][c:4]2[c:5]([CH:11]3[CH2:12][CH2:13][N:14]([S:17](=[O:18])(=[O:19])[N:20]4[CH:21]([C:26](=[O:27])[OH:28])[CH2:22][CH2:23][CH2:24][CH2:25]4)[CH2:15][CH2:16]3)[cH:6][nH:7][c:8]2[cH:9][cH:10]1>>[F:1][c:2]1[cH:3][c:4]2[c:5]([CH:11]3[CH2:12][CH2:13][N:14]([S:17](=[O:18])(=[O:19])[N:20]4[CH:21]([C:26](=[O:27])[NH:38][O:37][CH2:30][c:31]5[cH:32][cH:33][cH:34][cH:35][cH:36]5)[CH2:22][CH2:23][CH2:24][CH2:25]4)[CH2:15][CH2:16]3)[cH:6][nH:7][c:8]2[cH:9][cH:10]1. Product: O=C(NOCc1ccccc1)C1CCCCN1S(=O)(=O)N1CCC(c2c[nH]c3ccc(F)cc23)CC1. Starting materials: CC(=CCO)C (3-methyl-2-buten-1-ol), CC(=CC=O)C (3,3-dimethylacrolein), 250. The product is CC(C)=CCCC(C)=CC=O (citral). Reaction SMILES: [CH3:1][C:2]([CH3:6])=[CH:3][CH2:4][OH:5].[CH3:7][C:8]([CH3:12])=[CH:9][CH:10]=O>>[CH3:7][C:8](=[CH:9][CH2:10][CH2:1][C:2](=[CH:3][CH:4]=[O:5])[CH3:6])[CH3:12]. Procedure: 100 parts of 3-methyl-2-buten-1-ol and 50 parts of 3,3-dimethylacrolein are heated for ninety minutes at 200° C and a pressure of 40 atmospheres in a rocking autoclave having a capacity of 250 parts by volume. The reaction product is worked up by distillation. 12.5 parts of citral is obtained having a boiling pont of 104° C at 12 mm. The yield (based on 3,3-dimethylacrolein) is 53% of theory at a conversion of 26%. Starting materials: ClCC1=CC=C(C(=O)NC2=NN3C(C=CC=C3NC3CCCCC3)=N2)C=C1 (4-chloromethyl-N-(5-cyclohexylamino-[1,2,4]triazolo[1,5-a]pyridin-2-yl)-benzamide), C(C)(C)N(C(C)C)CC (N,N-diisopropylethylamine), COCCNC (N-(2-methoxyethyl)methylamine). The solvent is O1CCOCC1 (dioxane). Conditions: time 1 hour. Yields the product C1(CCCCC1)NC1=CC=CC=2N1N=C(N2)NC(C2=CC=C(C=C2)CN(C)CCOC)=O (N-[5-(cyclohexylamino)[1,2,4]triazolo[1,5-a]pyridin-2-yl]-4-{[(2-methoxyethyl)(methyl)amino]methyl}benzamide). The yield is 3.9%. Reaction SMILES: Cl[CH2:2][C:3]1[CH:27]=[CH:26][C:6]([C:7]([NH:9][C:10]2[N:25]=[C:13]3[CH:14]=[CH:15][CH:16]=[C:17]([NH:18][CH:19]4[CH2:24][CH2:23][CH2:22][CH2:21][CH2:20]4)[N:12]3[N:11]=2)=[O:8])=[CH:5][CH:4]=1.C(N(CC)C(C)C)(C)C.[CH3:37][O:38][CH2:39][CH2:40][NH:41][CH3:42]>O1CCOCC1>[CH:19]1([NH:18][C:17]2[N:12]3[N:11]=[C:10]([NH:9][C:7](=[O:8])[C:6]4[CH:26]=[CH:27][C:3]([CH2:2][N:41]([CH2:40][CH2:39][O:38][CH3:37])[CH3:42])=[CH:4][CH:5]=4)[N:25]=[C:13]3[CH:14]=[CH:15][CH:16]=2)[CH2:20][CH2:21][CH2:22][CH2:23][CH2:24]1. Reported procedure: To a reaction vessel containing 4-chloromethyl-N-(5-cyclohexylamino-[1,2,4]triazolo[1,5-a]pyridin-2-yl)-benzamide ((B8), 90 mg, 0.23 mmol, 1 eq.) and N,N-diisopropylethylamine (0.35 mmol, 61 μL, 1.5 eq.) in dioxane (3 mL) was added N-(2-methoxyethyl)methylamine (0.28 mmol, 25 μL, 1.2 eq.) dropwise. The vessel was capped and the reaction stirred at room temperature for 1 hour and heated to 80° C. for a further 15 hours. The solvent was removed in vacuo and the residue dissolved in DMSO (1.5 mL) a... Starting materials: C(C)(C)(C)NC1=C(C=C(C(=N1)N1C(C(C(C2=CC(=C(C(=C12)Cl)F)F)=O)C(=O)OCC)=O)C#N)F (ethyl 1-(6-t-butylamino-3-cyano-5-fluoropyridin-2-yl)-8-chloro-6,7-difluoro-1,4-dihydro-4-oxoquinolone-3-carboxylate), Cl (hydrochloric acid). Yields the product NC1=C(C=C(C(=N1)N1C(C(C(C2=CC(=C(C(=C12)Cl)F)F)=O)C(=O)O)=O)C#N)F (1-(6-amino-3-cyano-5-fluoropyridin-2-yl)-8-chloro-6,7-difluoro-1,4-dihydro-4-oxoquinolone-3-carboxylic acid). The yield is 51.6%. RXN SMILES: C([NH:5][C:6]1[N:11]=[C:10]([N:12]2[C:21]3[C:16](=[CH:17][C:18]([F:24])=[C:19]([F:23])[C:20]=3[Cl:22])[C:15](=[O:25])[CH:14]([C:26]([O:28]CC)=[O:27])[C:13]2=[O:31])[C:9]([C:32]#[N:33])=[CH:8][C:7]=1[F:34])(C)(C)C.Cl>>[NH2:5][C:6]1[N:11]=[C:10]([N:12]2[C:21]3[C:16](=[CH:17][C:18]([F:24])=[C:19]([F:23])[C:20]=3[Cl:22])[C:15](=[O:25])[CH:14]([C:26]([OH:28])=[O:27])[C:13]2=[O:31])[C:9]([C:32]#[N:33])=[CH:8][C:7]=1[F:34]. Procedure: To 280 mg of ethyl 1-(6-t-butylamino-3-cyano-5-fluoropyridin-2-yl)-8-chloro-6,7-difluoro-1,4-dihydro-4-oxoquinolone-3-carboxylate was added 3 ml of 12N hydrochloric acid, and the mixture was heated under reflux for 6 hours and allowed to cool. The solid precipitate was collected by filtration and washed with ethanol and diethylether successively to obtain 120 mg of the title compound as a pale yellow powder. The yield is 59.2%. Reactants: ClC1=NSC(=C1Cl)C(=O)O (3,4-dichloroisothiazole-5-carboxylic acid), C1(=CC=CC=C1)C (toluene), S(=O)(Cl)Cl (thionyl chloride). Run in CN(C=O)C (N,N-dimethylformamide). RXN SMILES: [Cl:1][C:2]1[C:6]([Cl:7])=[C:5]([C:8](O)=[O:9])[S:4][N:3]=1.C1(C)C=CC=CC=1.S(Cl)(Cl)=O>CN(C)C=O>[Cl:1][C:2]1[C:6]([Cl:7])=[C:5]([CH2:8][OH:9])[S:4][N:3]=1. Product: ClC1=NSC(=C1Cl)CO ((3,4-dichloroisothiazol-5-yl)methanol). Reported procedure: A mixture of 3,4-dichloroisothiazole-5-carboxylic acid (2.0 g) and toluene (20 mL) was treated with thionyl chloride (5.0 mL) and N,N-dimethylformamide (0.5 mL), and the resulting mixture was heated at 100° C. for 16 hours. The mixture was concentrated under reduced pressure and the residue was dissolved in tetrahydrofuran (5.0 mL). The mixture was cooled to −78° C. and treated dropwise over a period of 1 hour with a 2.0 M solution of sodium borohydride in N,N-dimethylformamide (8.5 mL). The mix... Run at temperature 100 celsius, time 5 minute. The reactants are CN (methylamine), S(=O)(=O)(OCCC1=CC=C(C=C1)C)C1=CC=C(C)C=C1 (2-p-tolylethyl tosylate), CN (methylamine). Run in O1CCCC1 (tetrahydrofuran). The product is CNCCC1=CC=C(C=C1)C (methyl-(2-p-tolylethyl)amine). Yield: 180.8%. Reaction SMILES: [CH3:1][NH2:2].S(C1C=CC(C)=CC=1)(O[CH2:7][CH2:8][C:9]1[CH:14]=[CH:13][C:12]([CH3:15])=[CH:11][CH:10]=1)(=O)=O>O1CCCC1>[CH3:1][NH:2][CH2:7][CH2:8][C:9]1[CH:14]=[CH:13][C:12]([CH3:15])=[CH:11][CH:10]=1. Reported procedure: 9.2 g of methylamine are condensed at −20° C. into a solution of 5.8 g of 2-p-tolylethyl tosylate in 15 ml of abs. tetrahydrofuran and the mixture is stirred overnight at room temperature in a pressure vessel. After the pressure vessel has been opened at −20° C., it is allowed to come to room temperature in order to allow excess methylamine to evaporate. The reaction solution is taken up in ether, washed with water and saturated sodium chloride solution, dried over magnesium sulphate and concent... Starting materials: CC1(C)Oc2ccc(CNc3ccc(Cl)cc3)cc2OC1=O, CCO, [Na+], [OH-]. Yields the product CC(C)(Oc1ccc(CNc2ccc(Cl)cc2)cc1O)C(=O)[O-], [Na+]. As a reaction SMILES: [CH3:1][C:2]1([CH3:22])[O:3][c:4]2[c:5]([cH:9][c:10]([CH2:13][NH:14][c:15]3[cH:16][cH:17][c:18]([Cl:21])[cH:19][cH:20]3)[cH:11][cH:12]2)[O:6][C:7]1=[O:8].[CH3:25][CH2:26][OH:27].[Na+:24].[OH-:23]>>[CH3:1][C:2]([O:3][c:4]1[c:5]([OH:23])[cH:9][c:10]([CH2:13][NH:14][c:15]2[cH:16][cH:17][c:18]([Cl:21])[cH:19][cH:20]2)[cH:11][cH:12]1)([C:7]([O-:6])=[O:8])[CH3:22].[Na+:24]. The reactants are ClC1=CC=C(C=C1)S(=O)(=O)NC(C(=O)NCCCCC(=O)OC)COS(=O)(=O)C ((RS)-2-(4-chlorobenzenesulfonylamino)-3-methanesulfonyloxy-N-(4-methoxy carbonylbutyl)propanamide), N1C=NC=C1 (imidazole). Yields the product ClC1=CC=C(C=C1)S(=O)(=O)NC(C(=O)NCCCCC(=O)OC)CN1C=NC=C1 ((RS)-2-(4-chlorobenzenesulfonylamino)-3-(1H-imidazol-1-yl)-N-(4-methoxycarbonylbutyl)propanamide). As a reaction SMILES: [Cl:1][C:2]1[CH:7]=[CH:6][C:5]([S:8]([NH:11][CH:12]([CH2:24]OS(C)(=O)=O)[C:13]([NH:15][CH2:16][CH2:17][CH2:18][CH2:19][C:20]([O:22][CH3:23])=[O:21])=[O:14])(=[O:10])=[O:9])=[CH:4][CH:3]=1.[NH:30]1[CH:34]=[CH:33][N:32]=[CH:31]1>>[Cl:1][C:2]1[CH:3]=[CH:4][C:5]([S:8]([NH:11][CH:12]([CH2:24][N:30]2[CH:34]=[CH:33][N:32]=[CH:31]2)[C:13]([NH:15][CH2:16][CH2:17][CH2:18][CH2:19][C:20]([O:22][CH3:23])=[O:21])=[O:14])(=[O:9])=[O:10])=[CH:6][CH:7]=1. Reported procedure: The procedure described in Example 79 was repeated, except that (RS)-2-(4-chlorobenzenesulfonylamino)-3-methanesulfonyloxy-N-(4-methoxy carbonylbutyl)propanamide (152.5 mg) was reacted with imidazole to obtain the desired (RS)-2-(4-chlorobenzenesulfonylamino)-3-(1H-imidazol-1-yl)-N-(4-methoxycarbonylbutyl)propanamide (32.4 mg) together with a less polar by-product. The by-product was not investigated further. Reactants: CC1(C)OC(c2ccc(S(C)(=O)=O)cc2)=C(I)C1=O, OB(O)c1ccco1. Yields the product CC1(C)OC(c2ccc(S(C)(=O)=O)cc2)=C(c2ccco2)C1=O. Reaction SMILES: [CH3:1][C:2]1([CH3:19])[O:3][C:4]([c:9]2[cH:10][cH:11][c:12]([S:15](=[O:16])(=[O:17])[CH3:18])[cH:13][cH:14]2)=[C:5]([I:8])[C:6]1=[O:7].[o:20]1[c:21]([B:25]([OH:26])[OH:27])[cH:22][cH:23][cH:24]1>>[CH3:1][C:2]1([CH3:19])[O:3][C:4]([c:9]2[cH:10][cH:11][c:12]([S:15](=[O:16])(=[O:17])[CH3:18])[cH:13][cH:14]2)=[C:5]([c:21]2[o:20][cH:24][cH:23][cH:22]2)[C:6]1=[O:7].